From a dataset of the Open Reaction Database (ORD), a public repository of structured organic reaction records. describe an organic reaction: reactants, conditions, products, and yield Product: C1(CC1)N1C=C(C(C2=C(C(=C(C=C12)N1CCC(CC1)OCC)F)C)=O)C(=O)O (1-Cyclopropyl-6-fluoro-1,4-dihydro-5-methyl-7-(4′-ethoxypiperidin-1-yl)-4-oxo-quinoline-3-carboxylic acid). Reaction SMILES: [CH:1]1([N:4]2[C:13]3[C:8](=[C:9]([CH3:16])[C:10]([F:15])=[C:11](F)[CH:12]=3)[C:7](=[O:17])[C:6]([C:18]([OH:20])=[O:19])=[CH:5]2)[CH2:3][CH2:2]1.[CH2:21]([O:23][CH:24]1[CH2:29][CH2:28][NH:27][CH2:26][CH2:25]1)[CH3:22]>>[CH:1]1([N:4]2[C:13]3[C:8](=[C:9]([CH3:16])[C:10]([F:15])=[C:11]([N:27]4[CH2:28][CH2:29][CH:24]([O:23][CH2:21][CH3:22])[CH2:25][CH2:26]4)[CH:12]=3)[C:7](=[O:17])[C:6]([C:18]([OH:20])=[O:19])=[CH:5]2)[CH2:3][CH2:2]1. Yield: 40.0%. Reactants: C1(CC1)N1C=C(C(C2=C(C(=C(C=C12)F)F)C)=O)C(=O)O (1-cyclopropyl-6,7-difluoro-5-methyl-1,4-dihydro-4-oxo-quinoline-3-carboxylic acid), C(C)OC1CCNCC1 (4-ethoxypiperidine). Procedure details: The condensation of 1-cyclopropyl-6,7-difluoro-5-methyl-1,4-dihydro-4-oxo-quinoline-3-carboxylic acid with 4-ethoxypiperidine in a similar manner as described in example 1 give the titled product. Yield 40%, m.p 180–82° C., C21H21FN2O4, m/z 388 (M+1). Reactants: CC(C)(C)OC(=O)Nc1ccccc1-c1ccc2[nH]c(=O)c3[nH]ccc3c2c1, CCC(=O)O, CC(Cl)Cl, O=C(O)C(F)(F)F. Product: CCC(=O)O, Nc1ccccc1-c1ccc2[nH]c(=O)c3[nH]ccc3c2c1. As a reaction SMILES: [C:13]([O:14][C:15](=[O:16])[NH:20][c:21]1[c:22](-[c:27]2[cH:28][c:29]3[c:30]4[c:31]([c:32](=[O:37])[nH:33][c:34]3[cH:35][cH:36]2)[nH:38][cH:39][cH:40]4)[cH:23][cH:24][cH:25][cH:26]1)([CH3:17])([CH3:18])[CH3:19].[CH2:8]([CH3:9])[C:10](=[O:11])[OH:12].[Cl:41][CH:42]([Cl:43])[CH3:44].[OH:1][C:2]([C:3]([F:4])([F:5])[F:6])=[O:7]>>[CH2:8]([CH3:9])[C:10](=[O:11])[OH:12].[NH2:20][c:21]1[c:22](-[c:27]2[cH:28][c:29]3[c:30]4[c:31]([c:32](=[O:37])[nH:33][c:34]3[cH:35][cH:36]2)[nH:38][cH:39][cH:40]4)[cH:23][cH:24][cH:25][cH:26]1. Starting materials: C1(=CC=CC=C1)C(C1=CC=CC=C1)=NC(C(=O)OCC)(CCC=1C=C2CCC=3C(=NOC3C3=NOC(=C3C(F)(F)F)C3=CC=CC=C3)C2=CC1)C (ethyl 2-(diphenylmethyleneamino)-2-methyl-4-(3-(5-phenyl-4-(trifluoromethyl)isoxazol-3-yl)-4,5-dihydronaphtho[1,2-c]isoxazol-7-yl)butanoate), C1(=CC=CC=C1)C(C1=CC=CC=C1)=NC(C(=O)OCC)CCC=1C=C2CCC=3N=C(SC3C2=CC1)C1=C(C(=NO1)C1=CC=CC=C1)C(F)(F)F (ethyl 2-(diphenylmethyleneamino)-4-(2-(3-phenyl-4-(trifluoromethyl)isoxazol-5-yl)-4,5-dihydronaphtho[2,1-d]thiazol-7-yl)butanoate). The product is C1(=CC=CC=C1)C(C1=CC=CC=C1)=NC(C(=O)OCC)(CCC=1C=C2CCC=3N=C(SC3C2=CC1)C1=C(C(=NO1)C1=CC=CC=C1)C(F)(F)F)C (Ethyl 2-(diphenylmethyleneamino)-2-methyl-4-(2-(3-phenyl-4-(trifluoromethyl)isoxazol-5-yl)-4,5-dihydronaphtho[2,1-d]thiazol-7-yl)butanoate). RXN SMILES: [C:1]1([C:7](=[N:14][C:15]([CH3:51])([CH2:21][CH2:22][C:23]2[CH:24]=[C:25]3[C:48](=[CH:49][CH:50]=2)[C:29]2=NOC(C4C(C(F)(F)F)=C(C5C=CC=CC=5)ON=4)=[C:28]2[CH2:27][CH2:26]3)[C:16]([O:18][CH2:19][CH3:20])=[O:17])[C:8]2[CH:13]=[CH:12][CH:11]=[CH:10][CH:9]=2)[CH:6]=[CH:5][CH:4]=[CH:3][CH:2]=1.C1(C(=NC(CCC2C=C3C(=CC=2)C2[S:82][C:81]([C:87]4[O:91][N:90]=[C:89]([C:92]5[CH:97]=[CH:96][CH:95]=[CH:94][CH:93]=5)[C:88]=4[C:98]([F:101])([F:100])[F:99])=[N:80]C=2CC3)C(OCC)=O)C2C=CC=CC=2)C=CC=CC=1>>[C:8]1([C:7](=[N:14][C:15]([CH3:51])([CH2:21][CH2:22][C:23]2[CH:24]=[C:25]3[C:48](=[CH:49][CH:50]=2)[C:29]2[S:82][C:81]([C:87]4[O:91][N:90]=[C:89]([C:92]5[CH:97]=[CH:96][CH:95]=[CH:94][CH:93]=5)[C:88]=4[C:98]([F:101])([F:100])[F:99])=[N:80][C:28]=2[CH2:27][CH2:26]3)[C:16]([O:18][CH2:19][CH3:20])=[O:17])[C:1]2[CH:6]=[CH:5][CH:4]=[CH:3][CH:2]=2)[CH:13]=[CH:12][CH:11]=[CH:10][CH:9]=1. Procedure: The titled compound was prepared using the experimental protocol described for Preparation 93A employing ethyl 2-(diphenylmethyleneamino)-4-(2-(3-phenyl-4-(trifluoromethyl)isoxazol-5-yl)-4,5-dihydronaphtho[2,1-d]thiazol-7-yl)butanoate (Preparation 119A) as a starting material. The compound had an LC/MS M+1=706.4. Reactants: BrC1=CC(=C(C(=C1)Cl)S(=O)(=O)N(C)CC1=CC(=CO1)C(=O)O)Cl (5-({[(4-bromo-2,6-dichlorophenyl)sulfonyl](methyl)amino}methyl)furan-3-carboxylic acid), CCN=C=NCCCN(C)C (EDCI), C=1C=CC2=C(C1)N=NN2O (HOBt), N1(CCCC1)CC1=CC=C(C=C1)CN (1-[4-(pyrrolidin-1-ylmethyl)phenyl]methanamine). Run in CN(C)C=O (DMF). Run at time 3 day. Yields the product BrC1=CC(=C(C(=C1)Cl)S(=O)(=O)N(C)CC1=CC(=CO1)C(=O)NCC1=CC=C(C=C1)CN1CCCC1)Cl (5-({[(4-bromo-2,6-dichlorophenyl)sulfonyl](methyl)amino}methyl)-N-[4-(pyrrolidin-1-ylmethyl)benzyl]furan-3-carboxamide). As a reaction SMILES: [Br:1][C:2]1[CH:7]=[C:6]([Cl:8])[C:5]([S:9]([N:12]([CH2:14][C:15]2[O:19][CH:18]=[C:17]([C:20]([OH:22])=O)[CH:16]=2)[CH3:13])(=[O:11])=[O:10])=[C:4]([Cl:23])[CH:3]=1.CCN=C=NCCCN(C)C.C1C=CC2N(O)N=NC=2C=1.[N:45]1([CH2:50][C:51]2[CH:56]=[CH:55][C:54]([CH2:57][NH2:58])=[CH:53][CH:52]=2)[CH2:49][CH2:48][CH2:47][CH2:46]1>CN(C=O)C>[Br:1][C:2]1[CH:7]=[C:6]([Cl:8])[C:5]([S:9]([N:12]([CH2:14][C:15]2[O:19][CH:18]=[C:17]([C:20]([NH:58][CH2:57][C:54]3[CH:53]=[CH:52][C:51]([CH2:50][N:45]4[CH2:49][CH2:48][CH2:47][CH2:46]4)=[CH:56][CH:55]=3)=[O:22])[CH:16]=2)[CH3:13])(=[O:11])=[O:10])=[C:4]([Cl:23])[CH:3]=1. Reported procedure: To a stirred solution of 5-({[(4-bromo-2,6-dichlorophenyl)sulfonyl](methyl)amino}methyl)furan-3-carboxylic acid (40 mg, 0.09 mmol), EDCI (23 mg, 0.12 mmol) and HOBt (15 mg, 0.11 mmol) in DMF (3 mL) was added 1-[4-(pyrrolidin-1-ylmethyl)phenyl]methanamine (17 mg, 0.09 mmol). The reaction was stirred at ambient temperature for 3 days, then absorbed on to an Isolute SCX-2 cartridge, washing with MeOH and eluting the product with 7M NH3 in MeOH. The filtrate was concentrated in vacuo and a portion o... Reactants: [Li]C(C)(C)C, C1CCOC1, CCCCC, CN(C)P(=O)(N(C)C)N(C)C, O=CC1=CCCC1, CSc1ccccc1. Yields the product OC(CSc1ccccc1)C1=CCCC1. As a reaction SMILES: [C:9]([Li:10])([CH3:11])([CH3:12])[CH3:13].[CH2:26]1[O:27][CH2:28][CH2:29][CH2:30]1.[CH3:14][CH2:15][CH2:16][CH2:17][CH3:18].[CH3:31][N:32]([CH3:33])[P:34]([N:35]([CH3:36])[CH3:37])([N:38]([CH3:39])[CH3:40])=[O:41].[CH:19](=[O:20])[C:21]1=[CH:22][CH2:23][CH2:24][CH2:25]1.[c:1]1([S:7][CH3:8])[cH:2][cH:3][cH:4][cH:5][cH:6]1>>[c:1]1([S:7][CH2:8][CH:19]([OH:20])[C:21]2=[CH:22][CH2:23][CH2:24][CH2:25]2)[cH:2][cH:3][cH:4][cH:5][cH:6]1.